Task: describe an organic reaction: reactants, conditions, products, and yield. Dataset: the Open Reaction Database (ORD), a public repository of structured organic reaction records Starting materials: ClC1=CC=C(CNC(=O)C=2C(C3=C(N(C2)C)C(=C(S3)CCl)C)=O)C=C1 (N-(4-chlorobenzyl)-2-(chloromethyl)-3,4-dimethyl-7-oxo-4,7-dihydrothieno[3,2-b]pyridine-6-carboxamide), CNCC(O)C1=NC=CC=N1 (2-(methylamino)-1-pyrimidin-2-ylethanol), C(C)(C)N(CC)C(C)C (diisopropylethylamine). Run in CN(C)C=O (DMF), O (water). Conditions: time 72 hour. Product: ClC1=CC=C(CNC(=O)C=2C(C3=C(N(C2)C)C(=C(S3)CN(C)CC(C3=NC=CC=N3)O)C)=O)C=C1 (N-(4-chlorobenzyl)-2-{[(2-hydroxy-2-pyrimidin-2-ylethyl)(methyl)amino]methyl}-3,4-dimethyl-7-oxo-4,7-dihydrothieno[3,2-b]pyridine-6-carboxamide). The yield is 85.9%. RXN SMILES: [Cl:1][C:2]1[CH:25]=[CH:24][C:5]([CH2:6][NH:7][C:8]([C:10]2[C:11](=[O:23])[C:12]3[S:19][C:18]([CH2:20]Cl)=[C:17]([CH3:22])[C:13]=3[N:14]([CH3:16])[CH:15]=2)=[O:9])=[CH:4][CH:3]=1.[CH3:26][NH:27][CH2:28][CH:29]([C:31]1[N:36]=[CH:35][CH:34]=[CH:33][N:32]=1)[OH:30].C(N(C(C)C)CC)(C)C>CN(C=O)C.O>[Cl:1][C:2]1[CH:25]=[CH:24][C:5]([CH2:6][NH:7][C:8]([C:10]2[C:11](=[O:23])[C:12]3[S:19][C:18]([CH2:20][N:27]([CH2:28][CH:29]([OH:30])[C:31]4[N:32]=[CH:33][CH:34]=[CH:35][N:36]=4)[CH3:26])=[C:17]([CH3:22])[C:13]=3[N:14]([CH3:16])[CH:15]=2)=[O:9])=[CH:4][CH:3]=1. Reported procedure: A mixture of N-(4-chlorobenzyl)-2-(chloromethyl)-3,4-dimethyl-7-oxo-4,7-dihydrothieno[3,2-b]pyridine-6-carboxamide (100 mg, 0.25 mmol), 2-(methylamino)-1-pyrimidin-2-ylethanol (Preparation 61)(59 mg, 0.38 mmol) and diisopropylethylamine (67 μL, 0.38 mmol) in dry DMF (5 mL) was stirred for 72 hours at room temperature. The solution was diluted with water (7 mL). The resulting milky suspension was stirred vigorously for 30 minutes, and then left standing overnight at room temp. The mixture was fil...